From a dataset of the Open Reaction Database (ORD), a public repository of structured organic reaction records. describe an organic reaction: reactants, conditions, products, and yield The reactants are C(C1=CC=CC=C1)N(CCC1NCC(N(C1)CC1=CC=C(C=C1)F)=O)C (5-{2-[benzyl(methyl)amino]-ethyl}-1-(4-fluorobenzyl)piperazine-2-one), C(C)(C)N=C=O (isopropyl isocyanate). Conditions: time 15 minute. The product is C(C1=CC=CC=C1)N(CCC1N(CC(N(C1)CC1=CC=C(C=C1)F)=O)C(=O)NC(C)C)C (2-{2-[Benzyl(methyl)amino]ethyl}-4-(4-fluorobenzyl)-N-isopropyl-5-oxopiperazine-1-carboxamide). Reaction SMILES: [CH2:1]([N:8]([CH3:26])[CH2:9][CH2:10][CH:11]1[CH2:16][N:15]([CH2:17][C:18]2[CH:23]=[CH:22][C:21]([F:24])=[CH:20][CH:19]=2)[C:14](=[O:25])[CH2:13][NH:12]1)[C:2]1[CH:7]=[CH:6][CH:5]=[CH:4][CH:3]=1.[CH:27]([N:30]=[C:31]=[O:32])([CH3:29])[CH3:28]>>[CH2:1]([N:8]([CH3:26])[CH2:9][CH2:10][CH:11]1[CH2:16][N:15]([CH2:17][C:18]2[CH:19]=[CH:20][C:21]([F:24])=[CH:22][CH:23]=2)[C:14](=[O:25])[CH2:13][N:12]1[C:31]([NH:30][CH:27]([CH3:29])[CH3:28])=[O:32])[C:2]1[CH:7]=[CH:6][CH:5]=[CH:4][CH:3]=1. Reported procedure: The title compound was prepared from 5-{2-[benzyl(methyl)amino]-ethyl}-1-(4-fluorobenzyl)piperazine-2-one (1.15 g, 3.23 mmol) and isopropyl isocyanate (0.412 g, 4.84 mmol) essentially according to the procedure described in Example 6, Step 8. The crude product was purified by silica gel chromatography (120 g RediSep column, 85 mL/min, gradient elution with EtOAc for 4 min, then with 0-10% MeOH-EtOAc over 15 min, then with 10% MeOH-EtOAc for 11 min) to afford the title compound as a viscous, ligh... The reactants are Cl (Hydrochloric acid), CC1=C(C(C(=C(C1=O)C)C)=O)C(CCCCC(=O)OCC)C=1SC=CC1 (ethyl 6-(3,5,6-trimethyl-1,4-benzoquinon-2-yl)-6-(2-thienyl)hexanoate), C(C)(C)OC(C)C (isopropyl ether). Solvent: O1CCCC1 (tetrahydrofuran). Conditions: temperature 70 celsius, time 17 hour. The product is CC1=C(C(C(=C(C1=O)C)C)=O)C(CCCCC(=O)O)C=1SC=CC1 (6-(3,5,6-trimethyl-1,4-benzoquinon-2-yl)-6-(2-thienyl)hexanoic acid). Yield: 70.6%. As a reaction SMILES: Cl.[CH3:2][C:3]1[C:8](=[O:9])[C:7]([CH3:10])=[C:6]([CH3:11])[C:5](=[O:12])[C:4]=1[CH:13]([C:23]1[S:24][CH:25]=[CH:26][CH:27]=1)[CH2:14][CH2:15][CH2:16][CH2:17][C:18]([O:20]CC)=[O:19].C(OC(C)C)(C)C>O1CCCC1>[CH3:2][C:3]1[C:8](=[O:9])[C:7]([CH3:10])=[C:6]([CH3:11])[C:5](=[O:12])[C:4]=1[CH:13]([C:23]1[S:24][CH:25]=[CH:26][CH:27]=1)[CH2:14][CH2:15][CH2:16][CH2:17][C:18]([OH:20])=[O:19]. Procedure details: 6N Hydrochloric acid (10 ml) was added to a solution of ethyl 6-(3,5,6-trimethyl-1,4-benzoquinon-2-yl)-6-(2-thienyl)hexanoate (1.7 g, 4.5 mmole) in tetrahydrofuran (10 ml), followed by stirring for 17 hours with heating at 70° C. After cooling, isopropyl ether was added to the mixture, and the organic layer was washed twice with water, dried and concentrated under reduced pressure. The residue was chromatographed on a silica gel column, and elution was performed with isopropyl ether-ethyl acetat...